Dataset: the Open Reaction Database (ORD), a public repository of structured organic reaction records. Task: describe an organic reaction: reactants, conditions, products, and yield Starting materials: CC(C)n1cc(B2OC(C)(C)C(C)(C)O2)c2ccc([N+](=O)[O-])cc21, C1CCC(P(C2CCCCC2)C2CCCCC2)CC1, [Cs+], [F-], N#Cc1ccc(I)cc1C#N, CC(=O)[O-], CC(=O)[O-], O, [Pd+2]. The product is CC(C)n1cc(-c2ccc(C#N)c(C#N)c2)c2ccc([N+](=O)[O-])cc21. Reaction SMILES: [CH:1]([CH3:2])([CH3:3])[n:4]1[cH:5][c:6]([B:16]2[O:17][C:18]([CH3:19])([CH3:20])[C:21]([CH3:22])([CH3:23])[O:24]2)[c:7]2[cH:8][cH:9][c:10]([N+:13](=[O:14])[O-:15])[cH:11][c:12]12.[CH:36]1([P:37]([CH:38]2[CH2:39][CH2:40][CH2:41][CH2:42][CH2:43]2)[CH:44]2[CH2:45][CH2:46][CH2:47][CH2:48][CH2:49]2)[CH2:50][CH2:51][CH2:52][CH2:53][CH2:54]1.[Cs+:56].[F-:55].[I:25][c:26]1[cH:27][c:28]([C:34]#[N:35])[c:29]([C:30]#[N:31])[cH:32][cH:33]1.[O-:58][C:59]([CH3:60])=[O:61].[O-:62][C:63]([CH3:64])=[O:65].[OH2:66].[Pd+2:57]>>[CH:1]([CH3:2])([CH3:3])[n:4]1[cH:5][c:6](-[c:26]2[cH:27][c:28]([C:34]#[N:35])[c:29]([C:30]#[N:31])[cH:32][cH:33]2)[c:7]2[cH:8][cH:9][c:10]([N+:13](=[O:14])[O-:15])[cH:11][c:12]12.